From a dataset of the Open Reaction Database (ORD), a public repository of structured organic reaction records. describe an organic reaction: reactants, conditions, products, and yield Reactants: CCI, CCOC(C)=O, [H-], Nc1n[nH]cc1C(=O)c1ccccc1, [Na+], CN(C)C=O. The product is CCn1cc(C(=O)c2ccccc2)c(N)n1. RXN SMILES: [CH2:17]([CH3:18])[I:19].[CH3:25][CH2:26][O:27][C:28](=[O:29])[CH3:30].[H-:15].[NH2:1][c:2]1[n:3][nH:4][cH:5][c:6]1[C:7](=[O:8])[c:9]1[cH:10][cH:11][cH:12][cH:13][cH:14]1.[Na+:16].[O:20]=[CH:21][N:22]([CH3:23])[CH3:24]>>[NH2:1][c:2]1[n:3][n:4]([CH2:17][CH3:18])[cH:5][c:6]1[C:7](=[O:8])[c:9]1[cH:10][cH:11][cH:12][cH:13][cH:14]1. Reactants: C#Cc1cncc(N2CC3CN(C(=O)OC(C)(C)C)CC32)c1, O=C(O)C(F)(F)F. The product is C#Cc1cncc(N2CC3CNCC32)c1. RXN SMILES: [C:1](#[CH:2])[c:3]1[cH:4][c:5]([N:9]2[CH:10]3[CH2:11][N:12]([C:16]([O:17][C:18]([CH3:19])([CH3:20])[CH3:21])=[O:22])[CH2:13][CH:14]3[CH2:15]2)[cH:6][n:7][cH:8]1.[OH:23][C:24]([C:25]([F:26])([F:27])[F:28])=[O:29]>>[C:1](#[CH:2])[c:3]1[cH:4][c:5]([N:9]2[CH:10]3[CH2:11][NH:12][CH2:13][CH:14]3[CH2:15]2)[cH:6][n:7][cH:8]1. The reactants are C=1NC2=C(N1)C(=NC(=N2)N)Cl (6-chloroguanine), NC(=[Se])N (selenourea). Solvent: C(C)O (ethanol). The product is N1C(N)=NC=2N=CNC2C1=[Se] (6-selenoguanine). The yield is 70.0%. Reaction SMILES: [CH:1]1[NH:2][C:3]2[N:9]=[C:8]([NH2:10])[N:7]=[C:6](Cl)[C:4]=2[N:5]=1.NC(N)=[Se:14]>C(O)C>[NH:7]1[C:6](=[Se:14])[C:4]2[NH:5][CH:1]=[N:2][C:3]=2[N:9]=[C:8]1[NH2:10]. Reported procedure: 1.7 g (10 mmol) of 6-chloroguanine and 1.2 g (10 mmol) of selenourea were put in 30 ml of absolute ethanol and boiled under reflux for 2 hours. After completion of the reaction, the resulting precipitate was separated by filtration, washed with water and dissolved in 200 ml of 2wt % aqueous sodium carbonate solution by heating. The resulting solution was acidified with acetic acid to form crystals. The crystals were separated by filtration and dried to obtain 1.5 g (7 mmol) of 6-selenoguanine. Reactants: O1CCC(CC1)=CC[C@@H]([C@H](C(=O)O)CC(C)C)C(=O)OC(C)(C)C (4-tert-butyl hydrogen 3(S)-[(tetrahydro-2H-pyran-4-ylidene)ethyl]-2(R)-isobutylsuccinate), [H][H] (hydrogen), [H][H] (hydrogen). Reagents/catalysts: [Pd] (palladium on charcoal). Solvent: CO (methanol). The product is O1CCC(CC1)CC[C@@H]([C@H](C(=O)O)CC(C)C)C(=O)OC(C)(C)C (4-tert-butyl hydrogen 3(S)-[(tetrahydro-2H-pyran-4-yl)ethyl]-2(R)-isobutylsuccinate). The yield is 82.9%. RXN SMILES: [O:1]1[CH2:6][CH2:5][C:4](=[CH:7][CH2:8][C@H:9]([C:18]([O:20][C:21]([CH3:24])([CH3:23])[CH3:22])=[O:19])[C@@H:10]([CH2:14][CH:15]([CH3:17])[CH3:16])[C:11]([OH:13])=[O:12])[CH2:3][CH2:2]1.[H][H]>CO.[Pd]>[O:1]1[CH2:2][CH2:3][CH:4]([CH2:7][CH2:8][C@H:9]([C:18]([O:20][C:21]([CH3:23])([CH3:22])[CH3:24])=[O:19])[C@@H:10]([CH2:14][CH:15]([CH3:17])[CH3:16])[C:11]([OH:13])=[O:12])[CH2:5][CH2:6]1. Procedure details: A solution of 0.397 g of 4-tert-butyl hydrogen 3(S)-[(tetrahydro-2H-pyran-4-ylidene)ethyl]-2(R)-isobutylsuccinate in 10 ml of methanol was shaken in a hydrogen atmosphere in the presence of 0.196 g of 10% palladium on charcoal catalyst until no further uptake of hydrogen was observed. The catalyst was filtered off and the filtrate was evaporated. There was obtained 0.331 g of 4-tert-butyl hydrogen 3(S)-[(tetrahydro-2H-pyran-4-yl)ethyl]-2(R)-isobutylsuccinate in the form of a colourless gum. The reactants are C(C1=CC=CC=C1)OC1=C(C=C(C=C1)[N+](=O)[O-])NC1=NC(=NC=C1F)NC1=CC=C(C=C1)OCCOC (N4-(2-(benzyloxy)-5-nitrophenyl)-5-fluoro-N2-(4-(2-methoxyethoxy)phenyl)pyrimidine-2,4-diamine). Reagents/catalysts: [Pd] (Pd—C). The solvent is CO (methanol), C1CCOC1 (THF), CO (MeOH). Reaction conditions: time 18 hour. Product: NC1=CC(=C(C=C1)O)NC1=NC(=NC=C1F)NC1=CC=C(C=C1)OCCOC (4-amino-2-((5-fluoro-2-((4-(2-methoxyethoxy)phenyl)amino)pyrimidin-4-yl)amino)phenol). Yield: 104.9%. RXN SMILES: C([O:8][C:9]1[CH:14]=[CH:13][C:12]([N+:15]([O-])=O)=[CH:11][C:10]=1[NH:18][C:19]1[C:24]([F:25])=[CH:23][N:22]=[C:21]([NH:26][C:27]2[CH:32]=[CH:31][C:30]([O:33][CH2:34][CH2:35][O:36][CH3:37])=[CH:29][CH:28]=2)[N:20]=1)C1C=CC=CC=1>CO.C1COCC1.[Pd]>[NH2:15][C:12]1[CH:13]=[CH:14][C:9]([OH:8])=[C:10]([NH:18][C:19]2[C:24]([F:25])=[CH:23][N:22]=[C:21]([NH:26][C:27]3[CH:32]=[CH:31][C:30]([O:33][CH2:34][CH2:35][O:36][CH3:37])=[CH:29][CH:28]=3)[N:20]=2)[CH:11]=1. Procedure details: Into a 50 mL autoclave was charged Pd—C (0.025 g). MeOH was added under nitrogen. A solution of N4-(2-(benzyloxy)-5-nitrophenyl)-5-fluoro-N2-(4-(2-methoxyethoxy)phenyl)pyrimidine-2,4-diamine (0.10 g) in methanol and THF was added to the suspension. The autoclave was flushed with nitrogen and 8 kg/cm2 Hydrogen pressure was applied. The reaction mixture was stirred at room temperature for 18 h at same pressure. After completion, the reaction mixture was filtered using Celite and the filter cake wa... Reactants: CC1(OC2=C(C(=C1)C1=NC=CC=C1)C=C(C=C2)C#N)C (2,2-dimethyl-4-(2-pyridyl)-2H-1-benzopyran-6-carbonitrile). The reagents and catalysts are [Pd] (palladium-on-charcoal). Run in C(C)O (ethanol). Reaction conditions: time 2 hour. Product: CC1(OC2=C(C(C1)C1=NC=CC=C1)C=C(C=C2)C#N)C (3,4-dihydro-2,2-dimethyl-4-(2-pyridyl)-2H-1-benzopyran-6-carbonitrile). Isolated yield 81.8%. Reaction SMILES: [CH3:1][C:2]1([CH3:20])[CH:7]=[C:6]([C:8]2[CH:13]=[CH:12][CH:11]=[CH:10][N:9]=2)[C:5]2[CH:14]=[C:15]([C:18]#[N:19])[CH:16]=[CH:17][C:4]=2[O:3]1>C(O)C.[Pd]>[CH3:1][C:2]1([CH3:20])[CH2:7][CH:6]([C:8]2[CH:13]=[CH:12][CH:11]=[CH:10][N:9]=2)[C:5]2[CH:14]=[C:15]([C:18]#[N:19])[CH:16]=[CH:17][C:4]=2[O:3]1. Procedure details: 2.96 g of 2,2-dimethyl-4-(2-pyridyl)-2H-1-benzopyran-6-carbonitrile were dissolved in 100 ml of ethanol and added at room temperature to 100 mg of 10% palladium-on-charcoal. The mixture was shaken at room temperature under a hydrogen atmosphere for 2 hours. The catalyst was then removed by filtration and the filtrate was evaporated. The residue was chromatographed on silica gel using ethyl acetate/petroleum ether(1:2) for the elution. There were obtained 2.44 g of 3,4-dihydro-2,2-dimethyl-4-(2-p...